Dataset: the Open Reaction Database (ORD), a public repository of structured organic reaction records. Task: describe an organic reaction: reactants, conditions, products, and yield Starting materials: C(C#CC)O (2-butyn-1-ol), [H-].[Na+] (sodium hydride), [Cl-].[NH4+] (ammonium chloride), ClC1=NC=NC(=C1)CC1=C(C(=CC=C1)Cl)F (4-chloro-6-(3-chloro-2-fluorobenzyl)pyrimidine). Run in O1CCCC1 (tetrahydrofuran), O1CCCC1 (tetrahydrofuran), O1CCCC1 (tetrahydrofuran). The product is C(C#CC)OC1=NC=NC(=C1)CC1=C(C(=CC=C1)Cl)F (4-(2-butynyloxy)-6-(3-chloro-2-fluorobenzyl)pyrimidine). Isolated yield 101.7%. Reaction SMILES: [H-].[Na+].[CH2:3]([OH:7])[C:4]#[C:5][CH3:6].Cl[C:9]1[CH:14]=[C:13]([CH2:15][C:16]2[CH:21]=[CH:20][CH:19]=[C:18]([Cl:22])[C:17]=2[F:23])[N:12]=[CH:11][N:10]=1.[Cl-].[NH4+]>O1CCCC1>[CH2:3]([O:7][C:9]1[CH:14]=[C:13]([CH2:15][C:16]2[CH:21]=[CH:20][CH:19]=[C:18]([Cl:22])[C:17]=2[F:23])[N:12]=[CH:11][N:10]=1)[C:4]#[C:5][CH3:6] |f:0.1,4.5|. Procedure details: In 2 ml of tetrahydrofuran was suspended 0.05 g of sodium hydride (60% in oil), to which 0.6 ml of a tetrahydrofuran solution containing 0.07 g of 2-butyn-1-ol was slowly added dropwise with stirring at room temperature. The mixture was stirred at room temperature for 20 minutes, to which 0.6 ml of a tetrahydrofuran solution containing 0.2 g of 4-chloro-6-(3-chloro-2-fluorobenzyl)pyrimidine was slowly added dropwise at room temperature, followed by stirring for 4 hours. The reaction mixture was ... Starting materials: FC(C1=CC(=CS1)C(=O)OC)F (methyl 5-(difluoromethyl)thiophene-3-carboxylate), CO (MeOH), [BH4-].[Na+] (NaBH4). The solvent is C1CCOC1 (THF). Conditions: temperature 60 celsius, time 1 hour. The product is FC(C1=CC(=CS1)CO)F ((5-(Difluoromethyl)-3-thienyl)methanol). Isolated yield 84.2%. As a reaction SMILES: [F:1][CH:2]([F:12])[C:3]1[S:7][CH:6]=[C:5]([C:8](OC)=[O:9])[CH:4]=1.CO.[BH4-].[Na+]>C1COCC1>[F:1][CH:2]([F:12])[C:3]1[S:7][CH:6]=[C:5]([CH2:8][OH:9])[CH:4]=1 |f:2.3|. Procedure details: To a solution of methyl 5-(difluoromethyl)thiophene-3-carboxylate (267 mg) in THF (5 ml)-MeOH (1 ml) was added NaBH4 (263 mg) at room temperature, and the reaction mixture was stirred at 60° C. for 1 h. The reaction mixture was quenched with water, and extracted with EtOAc. The extract was washed with brine, dried over MgSO4, concentrated and purified by silica gel column chromatography (hexane/EtOAc) to give the title compound (192 mg) as a colorless oil. Starting materials: C=CCON, CCC(=O)C1=C(O)CC(c2ccc(NS(C)(=O)=O)cc2)CC1=O, C1CCOC1. Yields the product C=CCON=C(CC)C1=C(O)CC(c2ccc(NS(C)(=O)=O)cc2)CC1=O. RXN SMILES: [CH2:24]([CH:25]=[CH2:26])[O:27][NH2:28].[CH3:1][S:2](=[O:3])(=[O:4])[NH:5][c:6]1[cH:7][cH:8][c:9]([CH:12]2[CH2:13][C:14]([OH:23])=[C:15]([C:19]([CH2:20][CH3:21])=[O:22])[C:16](=[O:18])[CH2:17]2)[cH:10][cH:11]1.[O:29]1[CH2:30][CH2:31][CH2:32][CH2:33]1>>[CH3:1][S:2](=[O:3])(=[O:4])[NH:5][c:6]1[cH:7][cH:8][c:9]([CH:12]2[CH2:13][C:14]([OH:23])=[C:15]([C:19]([CH2:20][CH3:21])=[N:28][O:27][CH2:24][CH:25]=[CH2:26])[C:16](=[O:18])[CH2:17]2)[cH:10][cH:11]1. Starting materials: CS(=O)(=O)Cl, Cn1c(C#N)ccc1-c1ccc(N)c(OC(F)(F)F)c1, c1ccncc1. RXN SMILES: [CH3:1][S:2]([Cl:3])(=[O:4])=[O:5].[NH2:6][c:7]1[c:8]([O:21][C:22]([F:23])([F:24])[F:25])[cH:9][c:10](-[c:13]2[cH:14][cH:15][c:16]([C:19]#[N:20])[n:17]2[CH3:18])[cH:11][cH:12]1.[cH:26]1[cH:27][cH:28][n:29][cH:30][cH:31]1>>[CH3:1][S:2](=[O:4])(=[O:5])[NH:6][c:7]1[c:8]([O:21][C:22]([F:23])([F:24])[F:25])[cH:9][c:10](-[c:13]2[cH:14][cH:15][c:16]([C:19]#[N:20])[n:17]2[CH3:18])[cH:11][cH:12]1. Product: Cn1c(C#N)ccc1-c1ccc(NS(C)(=O)=O)c(OC(F)(F)F)c1.